From a dataset of the Open Reaction Database (ORD), a public repository of structured organic reaction records. describe an organic reaction: reactants, conditions, products, and yield Starting materials: B(Br)(Br)Br (boron tribromide), C(C)(=O)NC1CC2=CC(=C(C=C2CC1)OC)N (2-acetamido-7-amino-6-methoxy-1,2,3,4-tetrahydronaphthalene), C(Cl)Cl (methylene chloride), CO (methanol). Product: Cl.Cl.NC1CC2=CC(=C(C=C2CC1)O)N (2,7-Diamino-6-hydroxy-1,2,3,4-tetrahydronaphthalene dihydrochloride). Reaction SMILES: B(Br)(Br)Br.C([NH:8][CH:9]1[CH2:18][CH2:17][C:16]2[C:11](=[CH:12][C:13]([NH2:21])=[C:14]([O:19]C)[CH:15]=2)[CH2:10]1)(=O)C.CO.C(Cl)[Cl:25]>>[ClH:25].[ClH:25].[NH2:8][CH:9]1[CH2:18][CH2:17][C:16]2[C:11](=[CH:12][C:13]([NH2:21])=[C:14]([OH:19])[CH:15]=2)[CH2:10]1 |f:4.5.6|. Procedure details: 2.7 ml of boron tribromide are added to a solution of 23 g of 2-acetamido-7-amino-6-methoxy-1,2,3,4-tetrahydronaphthalene in methylene chloride at -60° C. The mixture is left to return to ambient temperature, cooled to -60° C. and neutralised with methanol. After evaporation to dryness, 12 N hydrochloric acid is added and the mixture is heated under reflux for 48 hours. It is then left to cool and the crystals formed are filtered off, washed with acetone and then with diethyl ether and dried. Th... The reactants are NC=1SC(=NN1)CO (2-amino-5-hydroxymethyl-1,3,4-thiadiazole), CSC(SC)=NC#N (dimethylcyanodithioimidocarbonate), NCCSCC1=NC=CC=C1Br (2-((2-aminoethyl)thiomethyl)-3-bromopyridine), CN (methylamine), Br.Br.NCCSCC1=NC=CC=C1Br (2-((2-aminoethyl)thiomethyl)-3-bromopyridine dihydrobromide). The solvent is C(C)O (ethanol). Run at time 8 hour. Yields the product C(#N)NC(=NC)NCCSCC1=NC=CC=C1Br (N-cyano-N'-[2-((3-bromo-2-pyridyl)methylthio)ethyl]-N"-methylguanidine). Reaction SMILES: [NH2:1][C:2]1SC(CO)=N[N:6]=1.CSC(=NC#N)SC.[NH2:17][CH2:18][CH2:19][S:20][CH2:21][C:22]1[C:27]([Br:28])=[CH:26][CH:25]=[CH:24][N:23]=1.CN.Br.Br.NCCSC[C:38]1C(Br)=CC=[CH:40][N:39]=1>C(O)C>[C:2]([NH:6][C:40]([NH:17][CH2:18][CH2:19][S:20][CH2:21][C:22]1[C:27]([Br:28])=[CH:26][CH:25]=[CH:24][N:23]=1)=[N:39][CH3:38])#[N:1] |f:4.5.6|. Procedure: A solution sodium nitrite (2.28 g) in water (10 ml) was added dropwise to a stirred mixture of 3-amino-2-hydroxymethylpyridine (4.8 g) in aqueous hydrobromic acid (48%, 10 ml) and water (5 ml) at 0.5° C. This solution of the diazonium salt was added to a hot solution of cuprous bromide (2.5 g) in 60% hydromic acid and following cessation of nitrogen evolution the mixture was heated on the steam bath for 0.5 hours, diluted with water and saturated with hydrogen sulphide. Filtration, concentration... As a reaction SMILES: [OH:16][c:17]1[c:18]([C:19](=[O:20])[OH:21])[cH:22][cH:23][c:24]([CH3:26])[cH:25]1.[S:12]([Cl:13])([Cl:14])=[O:15].[c:1]1([CH:7]=[CH:8][C:9](=[O:10])[OH:11])[cH:2][cH:3][cH:4][cH:5][cH:6]1>>[c:1]1([CH:7]=[CH:8][C:9](=[O:10])[O:11][c:17]2[c:18]([C:19](=[O:20])[OH:21])[cH:22][cH:23][c:24]([CH3:26])[cH:25]2)[cH:2][cH:3][cH:4][cH:5][cH:6]1. Product: Cc1ccc(C(=O)O)c(OC(=O)C=Cc2ccccc2)c1. Starting materials: Cc1ccc(C(=O)O)c(O)c1, O=S(Cl)Cl, O=C(O)C=Cc1ccccc1. Reactants: BrCc1ccccc1, CN(C)C=C1C(=O)Nc2ccccc21, CN(C)C=O. Yields the product CN(C)C=C1C(=O)N(Cc2ccccc2)c2ccccc21. RXN SMILES: [Br:15][CH2:16][c:17]1[cH:18][cH:19][cH:20][cH:21][cH:22]1.[CH3:1][N:2]([CH3:3])[CH:4]=[C:5]1[C:6](=[O:14])[NH:7][c:8]2[cH:9][cH:10][cH:11][cH:12][c:13]21.[O:23]=[CH:24][N:25]([CH3:26])[CH3:27]>>[CH3:1][N:2]([CH3:3])[CH:4]=[C:5]1[C:6](=[O:14])[N:7]([CH2:16][c:17]2[cH:18][cH:19][cH:20][cH:21][cH:22]2)[c:8]2[cH:9][cH:10][cH:11][cH:12][c:13]21. Starting materials: O=C(c1c(F)cc(Br)cc1F)N1CCCC1CN1CCCC1, OB(O)c1ccncc1. Yields the product O=C(c1c(F)cc(-c2ccncc2)cc1F)N1CCCC1CN1CCCC1. RXN SMILES: [Br:1][c:2]1[cH:3][c:4]([F:22])[c:5]([C:9](=[O:10])[N:11]2[CH:12]([CH2:16][N:17]3[CH2:18][CH2:19][CH2:20][CH2:21]3)[CH2:13][CH2:14][CH2:15]2)[c:6]([F:8])[cH:7]1.[n:23]1[cH:24][cH:25][c:26]([B:29]([OH:30])[OH:31])[cH:27][cH:28]1>>[c:2]1(-[c:26]2[cH:25][cH:24][n:23][cH:28][cH:27]2)[cH:3][c:4]([F:22])[c:5]([C:9](=[O:10])[N:11]2[CH:12]([CH2:16][N:17]3[CH2:18][CH2:19][CH2:20][CH2:21]3)[CH2:13][CH2:14][CH2:15]2)[c:6]([F:8])[cH:7]1. The reactants are Nc1ncnn2c(Br)ccc12, CC(C)(C)OC(=O)NCc1cccc(B2OC(C)(C)C(C)(C)O2)c1, O=C([O-])[O-], COCCOC, ClCCl, [Na+], [Na+]. RXN SMILES: [Br:25][c:26]1[cH:27][cH:28][c:29]2[c:30]([NH2:35])[n:31][cH:32][n:33][n:34]12.[C:1]([CH3:2])([CH3:3])([CH3:4])[O:5][C:6]([NH:7][CH2:8][c:9]1[cH:10][c:11]([B:15]2[O:16][C:17]([CH3:18])([CH3:19])[C:20]([CH3:21])([CH3:22])[O:23]2)[cH:12][cH:13][cH:14]1)=[O:24].[C:39](=[O:40])([O-:41])[O-:42].[CH3:45][O:46][CH2:47][CH2:48][O:49][CH3:50].[Cl:36][CH2:37][Cl:38].[Na+:43].[Na+:44]>>[C:1]([CH3:2])([CH3:3])([CH3:4])[O:5][C:6]([NH:7][CH2:8][c:9]1[cH:10][c:11](-[c:26]2[cH:27][cH:28][c:29]3[c:30]([NH2:35])[n:31][cH:32][n:33][n:34]23)[cH:12][cH:13][cH:14]1)=[O:24]. Yields the product CC(C)(C)OC(=O)NCc1cccc(-c2ccc3c(N)ncnn23)c1. The reactants are FC(CO[C@H]1C[C@H](N(C1)C(=O)OCC1=CC=CC=C1)C(=O)OC)F ((2S,4S)-1-benzyl 2-methyl 4-(2,2-difluoroethoxy)pyrrolidine-1,2-dicarboxylate). Solvent: CO (MeOH). Yields the product FC(CO[C@H]1C[C@H](NC1)C(=O)OC)F ((2S,4S)-Methyl 4-(2,2-difluoroethoxy)pyrrolidine-2-carboxylate). RXN SMILES: [F:1][CH:2]([F:24])[CH2:3][O:4][C@@H:5]1[CH2:9][N:8](C(OCC2C=CC=CC=2)=O)[C@H:7]([C:20]([O:22][CH3:23])=[O:21])[CH2:6]1>CO>[F:24][CH:2]([F:1])[CH2:3][O:4][C@@H:5]1[CH2:9][NH:8][C@H:7]([C:20]([O:22][CH3:23])=[O:21])[CH2:6]1. Reported procedure: To nitrogen flushed pressure bottle was added Pd/c (200 mg) under nitrogen. A solution of (2S,4S)-1-benzyl 2-methyl 4-(2,2-difluoroethoxy)pyrrolidine-1,2-dicarboxylate (2.0 g, 5.83 mmol) in MeOH (140 mL) was added to the bottle. The reaction mixture was hydrogenated at 50 psi overnight. The reaction mixture was passed through a pad of celite and washed with MeOH. The filtrate was concentrated and the residue was used for the next step without purification. 1H NMR (CDCl3, 400 MHz) δ ppm 3.56-3.79... Starting materials: C(C)(C)(C)OC(=O)N1C[C@H](CCC1)NC(=O)C1=CN(C=C1NC(=O)N)C1=CC(=CC=C1)F ((S)-3-{[1-(3-fluorophenyl)-4-ureido-1H-pyrrole-3-carbonyl]-amino}-piperidine-1-carboxylic acid tert-butyl ester), C1(CC1)CN (cyclopropanemethylamine). Yields the product C(C)(C)(C)OC(=O)N1C[C@H](CCC1)NC(=O)C1=CN(C=C1NC(=O)NCC1CC1)C1=CC(=CC=C1)F ((S)-3-{[4-(3-Cyclopropylmethyl-ureido)-1-(3-fluorophenyl)-1H-pyrrole-3-carbonyl]-amino}-piperidine-1-carboxylic acid tert-butyl ester). As a reaction SMILES: [C:1]([O:5][C:6]([N:8]1[CH2:13][CH2:12][CH2:11][C@H:10]([NH:14][C:15]([C:17]2[C:21]([NH:22][C:23]([NH2:25])=[O:24])=[CH:20][N:19]([C:26]3[CH:31]=[CH:30][CH:29]=[C:28]([F:32])[CH:27]=3)[CH:18]=2)=[O:16])[CH2:9]1)=[O:7])([CH3:4])([CH3:3])[CH3:2].[CH:33]1([CH2:36]N)[CH2:35][CH2:34]1>>[C:1]([O:5][C:6]([N:8]1[CH2:13][CH2:12][CH2:11][C@H:10]([NH:14][C:15]([C:17]2[C:21]([NH:22][C:23]([NH:25][CH2:36][CH:33]3[CH2:35][CH2:34]3)=[O:24])=[CH:20][N:19]([C:26]3[CH:31]=[CH:30][CH:29]=[C:28]([F:32])[CH:27]=3)[CH:18]=2)=[O:16])[CH2:9]1)=[O:7])([CH3:4])([CH3:2])[CH3:3]. Procedure details: Following general method 6, employing (S)-3-{[1-(3-fluorophenyl)-4-ureido-1H-pyrrole-3-carbonyl]-amino}-piperidine-1-carboxylic acid tert-butyl ester and cyclopropanemethylamine, afforded the crude title compound as an orange foam (114 mg); LCMS (method B): RT=3.94 min, M+H+=500. This crude material was used in the next step without further purification. Run in COCCOC (1,2-di-methoxyethane). As a reaction SMILES: [C:1]([NH:8][C@H:9]([C@H:17]1[O:21][C:20](=[O:22])[C@H:19]([CH2:23][C:24]2[CH:29]=[CH:28][C:27]([O:30][CH2:31][C:32]3[CH:37]=[CH:36][CH:35]=[CH:34][CH:33]=3)=[CH:26][CH:25]=2)[CH2:18]1)[CH2:10][CH:11]1[CH2:16][CH2:15][CH2:14][CH2:13][CH2:12]1)([O:3][C:4]([CH3:7])([CH3:6])[CH3:5])=[O:2].[Li+].[OH-:39]>COCCOC>[C:1]([NH:8][C@@H:9]([CH2:10][CH:11]1[CH2:16][CH2:15][CH2:14][CH2:13][CH2:12]1)[C@@H:17]([OH:39])[CH2:18][C@@H:19]([CH2:23][C:24]1[CH:25]=[CH:26][C:27]([O:30][CH2:31][C:32]2[CH:37]=[CH:36][CH:35]=[CH:34][CH:33]=2)=[CH:28][CH:29]=1)[C:20]([OH:21])=[O:22])([O:3][C:4]([CH3:6])([CH3:5])[CH3:7])=[O:2] |f:1.2|. Starting materials: C(=O)(OC(C)(C)C)N[C@@H](CC1CCCCC1)[C@@H]1C[C@H](C(O1)=O)CC1=CC=C(C=C1)OCC1=CC=CC=C1 (5(S)-[1(S)-(Boc-amino)-2-cyclohexylethyl]-3(R)-(4-benzyloxybenzyl)-dihydrofuran-2-(3H)-one), [Li+].[OH-] (LiOH). The product is C(=O)(OC(C)(C)C)N[C@H]([C@H](C[C@H](C(=O)O)CC1=CC=C(C=C1)OCC1=CC=CC=C1)O)CC1CCCCC1 (5(S)-(Boc-amino)-4(S)-hydroxy-6-cyclohexyl-2(R)-(4-benzyloxybenzyl)-hexanoic acid). Procedure: Analogously to Example 1 i), 2.4 g (4.728 mmol) of 5(S)-[1(S)-(Boc-amino)-2-cyclohexylethyl]-3(R)-(4-benzyloxybenzyl)-dihydrofuran-2-(3H)-one in 10 ml of 1,2-di-methoxyethane are reacted with 9.45 ml of 1M LiOH solution to yield the title compound, which is purified by crystallisation from hexane. TLC Rf (E)=0.33; tRet (IV)=18 min; FAB-MS (M+H+)=526. Reactants: C(C(=O)Cl)(=O)Cl (oxalyl chloride), C[C@H](C(=O)O)CC ((S)-(+)-2-methylbutanoic acid), CC1([C@@H](CC1=C(C)C)CO)C ([(R)-(−)-2,2-Dimethyl-3-(1-methylethylidene)cyclobutyl]methanol), N1=CC=CC=C1 (pyridine). Solvent: hexanes, C(C)(=O)OCC (ethyl acetate), CN(C)C=O (DMF), CO (MeOH), C1=CC=CC=C1 (benzene), C1=CC=CC=C1 (benzene). Run at time 1.5 hour. The product is C[C@H](C(=O)OC[C@H]1C(C(C1)=C(C)C)(C)C)CC ([(R)-2,2-Dimethyl-3-(1-methylethylidene)cyclobutyl]methyl (S)-2-methylbutanoate). Isolated yield 78.4%. RXN SMILES: [CH3:1][C@@H:2]([CH2:6][CH3:7])[C:3]([OH:5])=[O:4].C(Cl)(=O)C(Cl)=O.[CH3:14][C:15]1([CH3:24])[C:18](=[C:19]([CH3:21])[CH3:20])[CH2:17][C@H:16]1[CH2:22]O.N1C=CC=CC=1>C1C=CC=CC=1.C(OCC)(=O)C.CN(C=O)C.CO>[CH3:1][C@@H:2]([CH2:6][CH3:7])[C:3]([O:5][CH2:22][C@@H:16]1[CH2:17][C:18](=[C:19]([CH3:21])[CH3:20])[C:15]1([CH3:24])[CH3:14])=[O:4]. Reported procedure: To a solution of 2.2 mL (20.1 mmol) of (S)-(+)-2-methylbutanoic acid {Aldrich, 99% ee, [α]24D+24.0 (c 0.1, MeOH)} in 15 mL of benzene was treated with 2.2 mL (25.2 mmol) of oxalyl chloride and 10 μl of DMF. After 1.5 h at room temperature, the benzene and excess oxalyl chloride were removed followed by the addition of another 15 mL portion of benzene. The acid chloride residue was dissolved in 15 mL of benzene, and then a solution of 1.65 g (10.7 mmol) of 6a and 18 ml (22.2 mmol) of pyridine in ...